Dataset: the Open Reaction Database (ORD), a public repository of structured organic reaction records. Task: describe an organic reaction: reactants, conditions, products, and yield Yields the product OC1=CC2=C(OC(=CO2)CN2CCN(CC2)C(C2=CC=C(C=C2)F)C2=CC=C(C=C2)F)C=C1 (6-Hydroxy-2-{4-[bis-(4-fluorophenyl)methyl]piperazin -1-ylmethyl}-1,4-benzodioxin). RXN SMILES: [H-].[Al+3].[Li+].[H-].[H-].[H-].[OH:7][C:8]1[CH:40]=[CH:39][C:11]2[O:12][C:13]([C:16]([N:18]3[CH2:23][CH2:22][N:21]([CH:24]([C:32]4[CH:37]=[CH:36][C:35]([F:38])=[CH:34][CH:33]=4)[C:25]4[CH:30]=[CH:29][C:28]([F:31])=[CH:27][CH:26]=4)[CH2:20][CH2:19]3)=O)=[CH:14][O:15][C:10]=2[CH:9]=1>C(OCC)C>[OH:7][C:8]1[CH:40]=[CH:39][C:11]2[O:12][C:13]([CH2:16][N:18]3[CH2:19][CH2:20][N:21]([CH:24]([C:32]4[CH:37]=[CH:36][C:35]([F:38])=[CH:34][CH:33]=4)[C:25]4[CH:26]=[CH:27][C:28]([F:31])=[CH:29][CH:30]=4)[CH2:22][CH2:23]3)=[CH:14][O:15][C:10]=2[CH:9]=1 |f:0.1.2.3.4.5|. Isolated yield 85.0%. The reactants are [H-].[Al+3].[Li+].[H-].[H-].[H-] (lithium aluminium hydride), OC1=CC2=C(OC(=CO2)C(=O)N2CCN(CC2)C(C2=CC=C(C=C2)F)C2=CC=C(C=C2)F)C=C1 (6-hydroxy-2-{4-[bis-(4-fluorophenyl)methyl]piperazin-1-ylcarbonyl}-1,4-benzodioxin). Procedure: Under a nitrogen atmosphere, heat at reflux for 3 hours, in the presence of 5 mmol of lithium aluminium hydride, a solution of 2 mmol of 6-hydroxy-2-{4-[bis-(4-fluorophenyl)methyl]piperazin-1-ylcarbonyl}-1,4-benzodioxin in 35 cm3 of diethyl ether. After cooling, hydrolysis, removal of the insoluble mineral compounds by filtration and drying over magnesium sulfate, the compound obtained is purified by chromatography on a column of silica (eluant:petroleum ether/ethyl acetate, 40:60). 6-Hydroxy-2-... Solvent: C(C)OCC (diethyl ether).